From a dataset of the Open Reaction Database (ORD), a public repository of structured organic reaction records. describe an organic reaction: reactants, conditions, products, and yield The reactants are C(#C)C=1C=C2/C(/C(NC2=CC1)=O)=C/C=1NC=CC1 ((Z)-1,3-dihydro-5-ethynyl-3-[(1H-pyrrol-2-yl)methylene]-2H-indol-2-one), IC1=CC=C(C=C1)[N+](=O)[O-] (1-iodo-4-nitrobenzene), O (Water). Reagents/catalysts: [Cu]I (Copper(I) iodide), Cl[Pd]([P](C1=CC=CC=C1)(C2=CC=CC=C2)C3=CC=CC=C3)([P](C4=CC=CC=C4)(C5=CC=CC=C5)C6=CC=CC=C6)Cl ((Ph3P)2PdCl2). Run in CN(C=O)C (N,N-dimethylformamide), C(C)N(CC)CC (triethylamine). Reaction conditions: temperature 70 celsius. The product is [N+](=O)([O-])C1=CC=C(C=C1)C#CC=1C=C2/C(/C(NC2=CC1)=O)=C/C=1NC=CC1 ((Z)-1,3-dihydro-5-(4-nitrophenyl)ethynyl-3-[(1H-pyrrol-2-yl)methylene]-2H-indol-2-one). Reaction SMILES: [C:1]([C:3]1[CH:4]=[C:5]2[C:9](=[CH:10][CH:11]=1)[NH:8][C:7](=[O:12])/[C:6]/2=[CH:13]\[C:14]1[NH:15][CH:16]=[CH:17][CH:18]=1)#[CH:2].I[C:20]1[CH:25]=[CH:24][C:23]([N+:26]([O-:28])=[O:27])=[CH:22][CH:21]=1.O>CN(C)C=O.C(N(CC)CC)C.[Cu]I.Cl[Pd](Cl)([P](C1C=CC=CC=1)(C1C=CC=CC=1)C1C=CC=CC=1)[P](C1C=CC=CC=1)(C1C=CC=CC=1)C1C=CC=CC=1>[N+:26]([C:23]1[CH:24]=[CH:25][C:20]([C:2]#[C:1][C:3]2[CH:4]=[C:5]3[C:9](=[CH:10][CH:11]=2)[NH:8][C:7](=[O:12])/[C:6]/3=[CH:13]\[C:14]2[NH:15][CH:16]=[CH:17][CH:18]=2)=[CH:21][CH:22]=1)([O-:28])=[O:27] |^1:46,65|. Procedure details: A solution of (Z)-1,3-dihydro-5-ethynyl-3-[(1H-pyrrol-2-yl)methylene]-2H-indol-2-one (150 mg, 0.64 mmol) (from Example 82) and 1-iodo-4-nitrobenzene (175 mg, 0.70 mmol) (Aldrich) in N,N-dimethylformamide (3 mL) (Fisher Scientific) and triethylamine (3 mL) was degassed by bubbling argon through the solution for 15 minutes. Copper(I) iodide (13 mg, 0.068 mmol) (Aldrich) and (Ph3P)2PdCl2 (22 mg, 0.031 mmol) (Aldrich) were added, and the reaction mixture was heated at 70° C. for 13 hours. Water (15 ... Reactants: [C@H]12[C@H](NC[C@@H]2C1)CNC(=O)C1=C(N=C2SC=CN21)C (6-Methyl-imidazo[2,1-b]thiazole-5-carboxylic acid[(1S,2S,5R)-1-(3-aza-bicyclo[3.1.0]hex-2-yl)methyl]-amide), NC=1SC(=C(N1)C(=O)O)C=1C=C(C=CC1)C (2-Amino-5-m-tolyl-thiazole-4-carboxylic acid). Product: NC=1SC(=C(N1)C(=O)N1[C@@H]([C@H]2C[C@H]2C1)CNC(=O)C1=C(N=C2SC=CN21)C)C=2C=C(C=CC2)C (6-Methyl-imidazo[2,1-b]thiazole-5-carboxylic acid[(1S,2S,5R)-3-(2-amino-5-m-tolyl-thiazole-4-carbonyl)-3-aza-bicyclo[3.1.0]hex-2-ylmethyl]-amide). As a reaction SMILES: [C@H:1]12[CH2:6][C@H:5]1[CH2:4][NH:3][C@@H:2]2[CH2:7][NH:8][C:9]([C:11]1[N:18]2[C:14]([S:15][CH:16]=[CH:17]2)=[N:13][C:12]=1[CH3:19])=[O:10].[NH2:20][C:21]1[S:22][C:23]([C:29]2[CH:30]=[C:31]([CH3:35])[CH:32]=[CH:33][CH:34]=2)=[C:24]([C:26](O)=[O:27])[N:25]=1>>[NH2:20][C:21]1[S:22][C:23]([C:29]2[CH:30]=[C:31]([CH3:35])[CH:32]=[CH:33][CH:34]=2)=[C:24]([C:26]([N:3]2[CH2:4][C@H:5]3[C@H:1]([CH2:6]3)[C@H:2]2[CH2:7][NH:8][C:9]([C:11]2[N:18]3[C:14]([S:15][CH:16]=[CH:17]3)=[N:13][C:12]=2[CH3:19])=[O:10])=[O:27])[N:25]=1. Procedure details: prepared by reaction of 6-Methyl-imidazo[2,1-b]thiazole-5-carboxylic acid[(1S,2S,5R)-1-(3-aza-bicyclo[3.1.0]hex-2-yl)methyl]-amide with 2-Amino-5-m-tolyl-thiazole-4-carboxylic acid. LC-MS (basic): tR=1.24 min; [M+H]+=493.1. As a reaction SMILES: C(OC(=O)[NH:7][C:8]1[N:9]([CH3:26])[C:10](=[O:25])[C:11]([CH3:24])([CH3:23])[C@:12]([C:15]2[CH:20]=[C:19]([NH2:21])[CH:18]=[CH:17][C:16]=2[F:22])([CH3:14])[N:13]=1)(C)(C)C.[F:28][C:29]([F:39])([F:38])[CH:30]([C:34]([F:37])([F:36])[F:35])[C:31](O)=[O:32]>>[NH2:7][C:8]1[N:9]([CH3:26])[C:10](=[O:25])[C:11]([CH3:23])([CH3:24])[C@:12]([C:15]2[CH:20]=[C:19]([NH:21][C:31](=[O:32])[CH:30]([C:29]([F:38])([F:28])[F:39])[C:34]([F:37])([F:36])[F:35])[CH:18]=[CH:17][C:16]=2[F:22])([CH3:14])[N:13]=1. Reported procedure: The coupling of [(S)-4-(5-amino-2-fluoro-phenyl)-1,4,5,5-tetramethyl-6-oxo-1,4,5,6-tetrahydro-pyrimidin-2-yl]-carbamic acid tert-butyl ester (intermediate F2) and 3,3,3-trifluoro-2-trifluoromethyl-propionic acid followed by deprotection of the intermediate yielded the title compound as a white solid. MS (ESI): m/z=457.3 [M+H]+. Yields the product NC=1N(C(C([C@@](N1)(C)C=1C=C(C=CC1F)NC(C(C(F)(F)F)C(F)(F)F)=O)(C)C)=O)C (N-[3-((S)-2-Amino-1,4,5,5-tetramethyl-6-oxo-1,4,5,6-tetrahydro-pyrimidin-4-yl)-4-fluoro-phenyl]-3,3,3-trifluoro-2-trifluoromethyl-propionamide). Reactants: C(C)(C)(C)OC(NC=1N(C(C([C@@](N1)(C)C1=C(C=CC(=C1)N)F)(C)C)=O)C)=O ([(S)-4-(5-amino-2-fluoro-phenyl)-1,4,5,5-tetramethyl-6-oxo-1,4,5,6-tetrahydro-pyrimidin-2-yl]-carbamic acid tert-butyl ester), C(C)(C)(C)OC(NC=1N(C(C([C@@](N1)(C)C1=C(C=CC(=C1)N)F)(C)C)=O)C)=O ([(S)-4-(5-amino-2-fluoro-phenyl)-1,4,5,5-tetramethyl-6-oxo-1,4,5,6-tetrahydro-pyrimidin-2-yl]-carbamic acid tert-butyl ester), FC(C(C(=O)O)C(F)(F)F)(F)F (3,3,3-trifluoro-2-trifluoromethyl-propionic acid). Starting materials: O=C1CCC(=O)N1Br, Cc1cccc(C(=O)O)c1, ClC(Cl)Cl. The product is O=C(O)c1cccc(CBr)c1. RXN SMILES: [Br:11][N:12]1[C:13](=[O:14])[CH2:15][CH2:16][C:17]1=[O:18].[CH3:1][c:2]1[cH:3][cH:4][cH:5][c:6]([C:8]([OH:9])=[O:10])[cH:7]1.[CH:19]([Cl:20])([Cl:21])[Cl:22]>>[CH2:1]([c:2]1[cH:3][cH:4][cH:5][c:6]([C:8]([OH:9])=[O:10])[cH:7]1)[Br:11]. Reactants: solid, BrC1=CC(=CC=2C=C3N(C12)CCNC3=O)C#N (6-bromo-1-oxo-1,2,3,4-tetrahydro-pyrazino[1,2-a]indole-8-carbonitrile), BrC1=CC(=CC=2C=C3N(C12)CCNC3=O)C#N (6-bromo-1-oxo-1,2,3,4-tetrahydro-pyrazino[1,2-a]indole-8-carbonitrile), C(C)(C)(C)C1=CC=C(C=C1)B(O)O (4-tert-butyl-phenylboronic acid). Product: C(C)(C)(C)C1=CC=C(C=C1)C1=CC(=CC=2C=C3N(C12)CCNC3=O)C#N (6-(4-tert-Butylphenyl)-1-oxo-3,4-dihydro-2H-pyrazino[1,2-a]indole-8-carbonitrile). Reaction SMILES: Br[C:2]1[C:10]2[N:9]3[CH2:11][CH2:12][NH:13][C:14](=[O:15])[C:8]3=[CH:7][C:6]=2[CH:5]=[C:4]([C:16]#[N:17])[CH:3]=1.[C:18]([C:22]1[CH:27]=[CH:26][C:25](B(O)O)=[CH:24][CH:23]=1)([CH3:21])([CH3:20])[CH3:19]>>[C:18]([C:22]1[CH:27]=[CH:26][C:25]([C:2]2[C:10]3[N:9]4[CH2:11][CH2:12][NH:13][C:14](=[O:15])[C:8]4=[CH:7][C:6]=3[CH:5]=[C:4]([C:16]#[N:17])[CH:3]=2)=[CH:24][CH:23]=1)([CH3:21])([CH3:20])[CH3:19]. Procedure details: The title compound, off-white solid (76 mg, 89%), MS (ISN) m/z=344.5 [(M+H)+], mp 300° C., was prepared in accordance with the general method of example 1 from 6-bromo-1-oxo-1,2,3,4-tetrahydro-pyrazino[1,2-a]indole-8-carbonitrile (intermediate 15) (72.5 mg, 0.25 mmol) and commercially available 4-tert-butyl-phenylboronic acid (57.9 mg, 0.325 mmol). Starting materials: C(=O)([O-])[O-].[Na+].[Na+] (Na2CO3), C(C)(C)(C)OC(=O)N1CCC(CC1)=O (N-t-butyloxycarbonyl-4-piperidone), CC1=CC2=C(N(C(N2)=O)C2CCNCC2)C=C1 (4-(5-methyl-2-oxo-1-benzimidazolinyl)piperidine), C(C)(=O)O[BH-](OC(C)=O)OC(C)=O.[Na+] (sodium triacetoxyborohydride). Run in C(Cl)(Cl)Cl (chloroform), C(C)(=O)O (acetic acid), ClCCCl (1,2-dichloroethane). Run at time 48 hour. Product: CC1=CC2=C(N(C(N2)=O)C2CCN(CC2)C2CCN(CC2)C(=O)OC(C)(C)C)C=C1 (5-methyl-1,3-dihydro-1-{1-[1-(t-butyloxycarbonyl)piperidin-4-yl]piperidin-4-yl}-2H-benzimidazol-2-one). Isolated yield 73.4%. Reaction SMILES: [C:1]([O:5][C:6]([N:8]1[CH2:13][CH2:12][C:11](=O)[CH2:10][CH2:9]1)=[O:7])([CH3:4])([CH3:3])[CH3:2].[CH3:15][C:16]1[CH:31]=[CH:30][C:19]2[N:20]([CH:24]3[CH2:29][CH2:28][NH:27][CH2:26][CH2:25]3)[C:21](=[O:23])[NH:22][C:18]=2[CH:17]=1.C(O[BH-](OC(=O)C)OC(=O)C)(=O)C.[Na+].C([O-])([O-])=O.[Na+].[Na+]>C(Cl)(Cl)Cl.C(O)(=O)C.ClCCCl>[CH3:15][C:16]1[CH:31]=[CH:30][C:19]2[N:20]([CH:24]3[CH2:25][CH2:26][N:27]([CH:11]4[CH2:12][CH2:13][N:8]([C:6]([O:5][C:1]([CH3:4])([CH3:3])[CH3:2])=[O:7])[CH2:9][CH2:10]4)[CH2:28][CH2:29]3)[C:21](=[O:23])[NH:22][C:18]=2[CH:17]=1 |f:2.3,4.5.6|. Reported procedure: A mixture of 4.5 g N-t-butyloxycarbonyl-4-piperidone, 4.7 g of 4-(5-methyl-2-oxo-1-benzimidazolinyl)piperidine, 65 mL of 1,2-dichloroethane, 1.3 mL of glacial acetic acid and 6.4 g of sodium triacetoxyborohydride was stirred at room temperature for 48 h. The reaction mixture was poured into 500 mL chloroform and 500 mL saturated aqueous Na2CO3 and the layers separated. The aqueous layer was extracted with 2×250 mL of chloroform and the combined organic layers dried over MgSO4 and concentrated un... The reactants are C(C)(C)N(C(C)C)CC (N,N-diisopropylethylamine), Cl.CNOC (N,O-dimethylhydroxylamine hydrochloride), C(C)(C)(C)OC(=O)N1CCC(C(=O)O)CC1 (N-tert-butoxycarbonyl isonipecotic acid), Cl.CN(CCCN=C=NCC)C (1-(3-dimethylaminopropyl)3-ethylcarbodiimide hydrochloride), ON1N=NC2=C1C=CC=C2 (1-hydroxybenzotriazole). The solvent is C(C)(=O)OCC (ethyl acetate), CN(C=O)C (N,N-dimethylformamide). Conditions: time 5 minute. Yields the product CON(C(=O)C1CCNCC1)C (N-methoxy-N-methylpiperidine-4-carboxamide). RXN SMILES: C(OC([N:8]1[CH2:16][CH2:15][CH:11]([C:12]([OH:14])=O)[CH2:10][CH2:9]1)=O)(C)(C)C.Cl.CN(C)CCCN=C=NCC.ON1C2C=CC=CC=2N=N1.C(N(CC)C(C)C)(C)C.Cl.[CH3:49][NH:50][O:51][CH3:52]>C(OCC)(=O)C.CN(C)C=O>[CH3:52][O:51][N:50]([CH3:49])[C:12]([CH:11]1[CH2:10][CH2:9][NH:8][CH2:16][CH2:15]1)=[O:14] |f:1.2,5.6|. Procedure: A mixture of N-tert-butoxycarbonyl isonipecotic acid (1.50 g, 6.54 mmol, 1 eq), 1-(3-dimethylaminopropyl)3-ethylcarbodiimide hydrochloride (1.88 g, 9.81 mmol, 1.5 eq), 1-hydroxybenzotriazole (1.33 g, 9.81 mmol, 1.5 eq), and N,N-dimethylformamide (26 ml) was treated with N,N-diisopropylethylamine (4.60 ml, 26.2 mmol, 4 eq). The resultant yellow solution was stirred at room temperature for 5 minutes, and then N,O-dimethylhydroxylamine hydrochloride (766 mg, 7.85 mmol, 1.2 eq) was added, and stirri... Starting materials: OCc1cccc(OCc2ccccc2)c1, CO, ClI, [Na+], O=C([O-])O. The product is OCc1cc(OCc2ccccc2)ccc1I. As a reaction SMILES: [CH2:1]([c:2]1[cH:3][cH:4][cH:5][cH:6][cH:7]1)[O:8][c:9]1[cH:10][c:11]([CH2:12][OH:13])[cH:14][cH:15][cH:16]1.[CH3:24][OH:25].[I:22][Cl:23].[Na+:17].[OH:18][C:19](=[O:20])[O-:21]>>[CH2:1]([c:2]1[cH:3][cH:4][cH:5][cH:6][cH:7]1)[O:8][c:9]1[cH:10][c:11]([CH2:12][OH:13])[c:14]([I:22])[cH:15][cH:16]1.